From a dataset of the Open Reaction Database (ORD), a public repository of structured organic reaction records. describe an organic reaction: reactants, conditions, products, and yield Starting materials: CC(=O)NC(CC(C)C)C(=O)O, CC(=O)CCc1ccccc1, CCO, NCc1ccccc1, O, Cc1ccc(S(=O)(=O)O)cc1, Cc1ccc(S(=O)(=O)NC(CC(C)C)C(=O)O)cc1, c1ccccc1. The product is CC(CCc1ccccc1)NCc1ccccc1. RXN SMILES: [C:51]([NH:52][CH:53]([C:54]([OH:55])=[O:56])[CH2:57][CH:58]([CH3:59])[CH3:60])(=[O:61])[CH3:62].[CH2:1]([c:2]1[cH:3][cH:4][cH:5][cH:6][cH:7]1)[CH2:8][C:9]([CH3:10])=[O:11].[CH3:69][CH2:70][OH:71].[NH2:12][CH2:13][c:14]1[cH:15][cH:16][cH:17][cH:18][cH:19]1.[OH2:20].[c:21]1([CH3:22])[cH:23][cH:24][c:25]([S:26]([OH:27])(=[O:28])=[O:29])[cH:30][cH:31]1.[c:32]1([CH3:33])[cH:34][cH:35][c:36]([S:37]([NH:38][CH:39]([C:40]([OH:41])=[O:42])[CH2:43][CH:44]([CH3:45])[CH3:46])(=[O:47])=[O:48])[cH:49][cH:50]1.[cH:63]1[cH:64][cH:65][cH:66][cH:67][cH:68]1>>[CH2:1]([c:2]1[cH:3][cH:4][cH:5][cH:6][cH:7]1)[CH2:8][CH:9]([CH3:10])[NH:12][CH2:13][c:14]1[cH:15][cH:16][cH:17][cH:18][cH:19]1. The reactants are CCNc1ccc2c(c1)CN(Cc1ccccc1)C2, CO. Yields the product CCNc1ccc2c(c1)CNC2. Reaction SMILES: [CH2:1]([c:2]1[cH:3][cH:4][cH:5][cH:6][cH:7]1)[N:8]1[CH2:9][c:10]2[cH:11][cH:12][c:13]([NH:17][CH2:18][CH3:19])[cH:14][c:15]2[CH2:16]1.[CH3:20][OH:21]>>[NH:8]1[CH2:9][c:10]2[cH:11][cH:12][c:13]([NH:17][CH2:18][CH3:19])[cH:14][c:15]2[CH2:16]1.